From a dataset of the Open Reaction Database (ORD), a public repository of structured organic reaction records. describe an organic reaction: reactants, conditions, products, and yield Procedure: To a solution of 7.95 9 (20 mmol) N-[2-(phenylmethyl)amino)ethyl]-N-propyl-4-[(methylsulfonyl)amino]benzamide in 20 mL 10% aqueous methanol is added 2.89 mL (21 mmol) 1,2-epoxy-3-phenoxypropane. The solution is stirred at room temperature for 24 h. After this time, the solvents are evaporated and the title compound is obtained as a foamy solid via column chromatography on silica gel (hexane:acetone, 9:1). The solvent is CO (methanol). Yields the product OC(CN(CCN(C(C1=CC=C(C=C1)NS(=O)(=O)C)=O)CCC)CC1=CC=CC=C1)COC1=CC=CC=C1 (N-[2-[[2-Hydroxy-3-phenyloxypropyl](phenylmethyl)amino]ethyl]-N-propyl-4-[(methylsulfonyl)amino]benzamide). Reaction SMILES: [CH2:1]([NH:4][C:5](=[O:17])[C:6]1[CH:11]=[CH:10][C:9]([NH:12][S:13]([CH3:16])(=[O:15])=[O:14])=[CH:8][CH:7]=1)[CH2:2][CH3:3].[O:18]1[CH:20]([CH2:21][O:22][C:23]2[CH:28]=[CH:27][CH:26]=[CH:25][CH:24]=2)[CH2:19]1>CO>[OH:18][CH:20]([CH2:21][O:22][C:23]1[CH:28]=[CH:27][CH:26]=[CH:25][CH:24]=1)[CH2:19][N:4]([CH2:5][C:6]1[CH:11]=[CH:10][CH:9]=[CH:8][CH:7]=1)[CH2:1][CH2:2][N:4]([CH2:1][CH2:2][CH3:3])[C:5](=[O:17])[C:6]1[CH:7]=[CH:8][C:9]([NH:12][S:13]([CH3:16])(=[O:14])=[O:15])=[CH:10][CH:11]=1. Starting materials: 9, C(CC)NC(C1=CC=C(C=C1)NS(=O)(=O)C)=O (N-propyl-4-[(methylsulfonyl)amino]benzamide), O1CC1COC1=CC=CC=C1 (1,2-epoxy-3-phenoxypropane). Reaction conditions: time 24 hour. Reactants: C1COCCN1, ClCCCl, O=C(Cl)CCl, [Na+], [OH-], O. Yields the product O=C(CCl)N1CCOCC1. As a reaction SMILES: [CH2:3]1[CH2:4][O:5][CH2:6][CH2:7][NH:8]1.[Cl:15][CH2:16][CH2:17][Cl:18].[Cl:9][CH2:10][C:11](=[O:12])[Cl:13].[Na+:2].[OH-:1].[OH2:14]>>[CH2:3]1[CH2:4][O:5][CH2:6][CH2:7][N:8]1[C:11]([CH2:10][Cl:9])=[O:12]. The reactants are [OH-].[Na+] (NaOH), COC([C@H]1N(CCC1)C([C@H]1NCC[C@@H]1CC)C(=O)OC(C)(C)C)=O (N-[(tert-Butyloxy)carbonyl-3(S)-ethylpyrrolidin-2(S)-ylmethyl]-proline methyl ester), Cl (HCl). Solvent: CO (CH3OH). Reaction conditions: temperature 0 celsius, time 3 hour. Product: C(C)(C)(C)OC(=O)C(N1[C@H](C(=O)O)CCC1)[C@H]1NCC[C@@H]1CC (N-[(tert-Butyloxy)carbonyl-3(S)-ethylpyrrolidin-2(S)-ylmethyl]-proline). Reaction SMILES: C[O:2][C:3](=[O:24])[C@@H:4]1[CH2:8][CH2:7][CH2:6][N:5]1[CH:9]([C:17]([O:19][C:20]([CH3:23])([CH3:22])[CH3:21])=[O:18])[C@@H:10]1[C@@H:14]([CH2:15][CH3:16])[CH2:13][CH2:12][NH:11]1.[OH-].[Na+].Cl>CO>[C:20]([O:19][C:17]([CH:9]([C@@H:10]1[C@@H:14]([CH2:15][CH3:16])[CH2:13][CH2:12][NH:11]1)[N:5]1[CH2:6][CH2:7][CH2:8][C@H:4]1[C:3]([OH:24])=[O:2])=[O:18])([CH3:23])([CH3:22])[CH3:21] |f:1.2|. Procedure details: N-[(tert-Butyloxy)carbonyl-3(S)-ethylpyrrolidin-2(S)-ylmethyl]-proline methyl ester 0.081 g, 0.238 mmol) was dissolved in CH3OH (2 mL), cooled to 0° C. and treated with 1N NaOH solution (0.952 mL, 0.952 mmol). After stirring at 23° C. for 3 h, the solution was neutralized with 1N HCl (0.952 mL, 0.952 mmol), concentrated to remove the CH3OH, then lyophilized and the residue used as is. Starting materials: BrCC=1OC(=CC1C(=O)OC)C1=CC=C(C=C1)C(F)(F)F (Methyl 2-bromomethyl-5-[4-(trifluoromethyl)phenyl]-3-furoate), BrCC=1OC(=CC1C(=O)OC)C1=CC=C(C=C1)C(F)(F)F (Methyl 2-bromomethyl-5-[4-(trifluoromethyl)phenyl]-3-furoate), C1(=CC=CC=C1)C1=NNC(=N1)S (3-phenyl-1,2,4-triazole-5-thiol). The product is C1(=CC=CC=C1)C1=NNC(=N1)SCC=1OC(=CC1CO)C1=CC=C(C=C1)C(F)(F)F ({2-{[(3-phenyl-1H-1,2,4-triazol-5-yl)thio]methyl}-5-[4-(trifluoromethyl)phenyl]-3-furyl}methanol). As a reaction SMILES: Br[CH2:2][C:3]1[O:4][C:5]([C:12]2[CH:17]=[CH:16][C:15]([C:18]([F:21])([F:20])[F:19])=[CH:14][CH:13]=2)=[CH:6][C:7]=1[C:8]([O:10]C)=O.[C:22]1([C:28]2[N:32]=[C:31]([SH:33])[NH:30][N:29]=2)[CH:27]=[CH:26][CH:25]=[CH:24][CH:23]=1>>[C:22]1([C:28]2[N:32]=[C:31]([S:33][CH2:2][C:3]3[O:4][C:5]([C:12]4[CH:17]=[CH:16][C:15]([C:18]([F:21])([F:20])[F:19])=[CH:14][CH:13]=4)=[CH:6][C:7]=3[CH2:8][OH:10])[NH:30][N:29]=2)[CH:23]=[CH:24][CH:25]=[CH:26][CH:27]=1. Reported procedure: The title compound was prepared using methyl 2-(bromomethyl)-5-[4-(trifluoromethyl)phenyl]-3-furoate (intermediate 44) and 3-phenyl-1,2,4-triazole-5-thiol. The reactants are COC(COC1=C2CCCC2=C(C=C1)SCC1=NOC(=C1)C1=C(C=CC=C1)Cl)=O ({7-[5-(2-Chloro-phenyl)-isoxazol-3-ylmethylsulfanyl]-indan-4-yloxy}-acetic acid methyl ester), [K+].[Br-] (KBr). Product: ClC1=C(C=CC=C1)C1=CC(=NO1)CSC=1C=CC(=C2CCCC12)OCC(=O)O ({7-[5-(2-Chloro-phenyl)-isoxazol-3-ylmethylsulfanyl]-indan-4-yloxy}-acetic acid). As a reaction SMILES: C[O:2][C:3](=[O:29])[CH2:4][O:5][C:6]1[CH:14]=[CH:13][C:12]([S:15][CH2:16][C:17]2[CH:21]=[C:20]([C:22]3[CH:27]=[CH:26][CH:25]=[CH:24][C:23]=3[Cl:28])[O:19][N:18]=2)=[C:11]2[C:7]=1[CH2:8][CH2:9][CH2:10]2.[K+].[Br-]>>[Cl:28][C:23]1[CH:24]=[CH:25][CH:26]=[CH:27][C:22]=1[C:20]1[O:19][N:18]=[C:17]([CH2:16][S:15][C:12]2[CH:13]=[CH:14][C:6]([O:5][CH2:4][C:3]([OH:29])=[O:2])=[C:7]3[C:11]=2[CH2:10][CH2:9][CH2:8]3)[CH:21]=1 |f:1.2|. Reported procedure: The title compound was prepared in the manner analogous to Example 1 using 87A. mp 161-162° C.; IR (KBr) cm−1: 3177, 3065, 1706, 1475, 1432, 1233; 400 MHz 1H NMR (DMSO-d6): δ 13.00 (bs, 1H), 7.78-7.85 (m, 1H), 7.58-7.64 (m, 1H), 7.42-7.53 (m, 2H), 7.15 (d, 1H, J=8.6 Hz), 6.84 (s, 1H), 6.60 (d, 1H, J=8.6 Hz), 4.62 (s, 2H), 4.09 (s, 2H), 2.72-2.82 (m, 4H), 1.91 (pentet, 2H); MS m/z 416 (M+1). Anal. Calc'd for C21H18ClNO4S: C, 60.65; H, 4.36; N, 3.37. found: C, 60.56; H, 4.28; N, 3.16.